Task: describe an organic reaction: reactants, conditions, products, and yield. Dataset: the Open Reaction Database (ORD), a public repository of structured organic reaction records The reactants are N#Cc1ccc(C(=O)Cl)cc1, CC1(C)CCC(C)(C)c2cc(C(=O)O)ccc21, CC1(C)CCC(C)(C)c2cc(C(=O)NN)ccc21, Cc1ccccc1, CC(C)O, Cl, NN, C1CCOC1, O, O=S(Cl)Cl. Product: CC1(C)CCC(C)(C)c2cc(C(=O)NNC(=O)c3ccc(C#N)cc3)ccc21. RXN SMILES: [C:43](#[N:44])[c:45]1[cH:46][cH:47][c:48]([C:49](=[O:50])[Cl:51])[cH:52][cH:53]1.[CH3:1][C:2]1([CH3:3])[CH2:4][CH2:5][C:6]([CH3:7])([CH3:8])[c:9]2[cH:10][c:11]([C:12]([OH:13])=[O:14])[cH:15][cH:16][c:17]21.[CH3:25][C:26]1([CH3:42])[c:27]2[cH:28][cH:29][c:30]([C:38](=[O:39])[NH:40][NH2:41])[cH:31][c:32]2[C:33]([CH3:36])([CH3:37])[CH2:34][CH2:35]1.[CH3:54][c:55]1[cH:56][cH:57][cH:58][cH:59][cH:60]1.[CH:61]([OH:62])([CH3:63])[CH3:64].[ClH:22].[NH2:23][NH2:24].[O:65]1[CH2:66][CH2:67][CH2:68][CH2:69]1.[OH2:70].[S:18]([Cl:19])([Cl:20])=[O:21]>>[CH3:25][C:26]1([CH3:42])[c:27]2[cH:28][cH:29][c:30]([C:38](=[O:39])[NH:40][NH:41][C:49]([c:48]3[cH:47][cH:46][c:45]([C:43]#[N:44])[cH:53][cH:52]3)=[O:50])[cH:31][c:32]2[C:33]([CH3:36])([CH3:37])[CH2:34][CH2:35]1. The reactants are C1CCC(CC1)N=C=NC2CCCCC2 (DCC), N1=CC=CC=C1 (pyridine), COC1=CC=C(C(C2=CC=C(C=C2)OC)(C2=CC=CC=C2)O[C@H]2C[C@@H](O[C@@H]2CO)N2C(=O)NC(=O)C(C)=C2)C=C1 (3′-O-(4,4′-dimethoxytrityl)thymidine), [C@@H]1(C[C@H](O)[C@@H](CO)O1)N1C(=O)NC(=O)C(C)=C1 (thymidine), acid. Solvent: CS(=O)C (DMSO), O (Water), CS(=O)C (DMSO), CS(=O)C (DMSO). Conditions: temperature 5 celsius, time 6 hour. Yields the product COC1=CC=C(C(C2=CC=C(C=C2)OC)(C2=CC=CC=C2)O[C@H]2C[C@@H](O[C@@H]2C(O)C=O)N2C(=O)NC(=O)C(C)=C2)C=C1 (3′-O-(4,4′dimethoxytrityl)-5′-formylthymidine). Isolated yield 81.0%. Reaction SMILES: [CH3:1][O:2][C:3]1[CH:40]=[CH:39][C:6]([C:7]([O:22][C@@H:23]2[C@@H:27]([CH2:28][OH:29])[O:26][C@@H:25]([N:30]3[CH:38]=[C:36]([CH3:37])[C:34](=[O:35])[NH:33][C:31]3=[O:32])[CH2:24]2)([C:16]2[CH:21]=[CH:20][CH:19]=[CH:18][CH:17]=2)[C:8]2[CH:13]=[CH:12][C:11]([O:14][CH3:15])=[CH:10][CH:9]=2)=[CH:5][CH:4]=1.[C@@H]1(N2C=C(C)C(=O)NC2=O)O[C@H](CO)[C@@H:43]([OH:44])C1.C1CCC(N=C=NC2CCCCC2)CC1.N1C=CC=CC=1>CS(C)=O.O>[CH3:1][O:2][C:3]1[CH:40]=[CH:39][C:6]([C:7]([O:22][C@@H:23]2[C@@H:27]([CH:28]([CH:43]=[O:44])[OH:29])[O:26][C@@H:25]([N:30]3[CH:38]=[C:36]([CH3:37])[C:34](=[O:35])[NH:33][C:31]3=[O:32])[CH2:24]2)([C:16]2[CH:17]=[CH:18][CH:19]=[CH:20][CH:21]=2)[C:8]2[CH:13]=[CH:12][C:11]([O:14][CH3:15])=[CH:10][CH:9]=2)=[CH:5][CH:4]=1. Procedure: To a stirred, cold solution of 3′-O-(4,4′-dimethoxytrityl)thymidine (prepared from thymidine by the common procedures, 40.4 g, 0.072 mol) in anhydrous DMSO was added a solution of DCC (45.86 g, 0.224 mol) in DMSO (180 ml). The resulting solution was stirred at 5° C. for 5 min. pyridine (2.94 g, 3.0 ml, 0.0371 mol) was added and after stirring for another 5 min. a solution of trifluorocaetic acid (2.11 g, 1.43 ml, 0.0185 mol) in DMSO (2 ml) was added dropwise. The resulting reaction mixture was s... Yields the product COc1ccc(C2CCc3ccccc3C2O)cc1. RXN SMILES: [CH2:29]1[O:30][CH2:31][CH2:32][CH2:33]1.[CH3:10][O:11][c:12]1[cH:13][cH:14][c:15]([CH:18]2[C:19](=[O:28])[c:20]3[cH:21][cH:22][cH:23][cH:24][c:25]3[CH2:26][CH2:27]2)[cH:16][cH:17]1.[CH3:1][CH:2]([CH2:3][AlH:4][CH2:5][CH:6]([CH3:7])[CH3:8])[CH3:9]>>[CH3:10][O:11][c:12]1[cH:13][cH:14][c:15]([CH:18]2[CH:19]([OH:28])[c:20]3[cH:21][cH:22][cH:23][cH:24][c:25]3[CH2:26][CH2:27]2)[cH:16][cH:17]1. Starting materials: C1CCOC1, COc1ccc(C2CCc3ccccc3C2=O)cc1, CC(C)C[AlH]CC(C)C.